From a dataset of the Open Reaction Database (ORD), a public repository of structured organic reaction records. describe an organic reaction: reactants, conditions, products, and yield Starting materials: BH3-Me2S, O=C(CC#N)C1=CC(=CC=C1)OCC1CCOCC1 (3-oxo-3-(3-((tetrahydro-2H-pyran-4-yl)methoxy)phenyl)propanenitrile). The solvent is C1CCOC1 (THF). Run at temperature 65 celsius, time 1 hour. Product: NCC[C@@H](O)C1=CC(=CC=C1)OCC1CCOCC1 ((R)-3-amino-1-(3-((tetrahydro-2H-pyran-4-yl)methoxy)phenyl)-propan-1-ol). RXN SMILES: [O:1]=[C:2]([C:6]1[CH:11]=[CH:10][CH:9]=[C:8]([O:12][CH2:13][CH:14]2[CH2:19][CH2:18][O:17][CH2:16][CH2:15]2)[CH:7]=1)[CH2:3][C:4]#[N:5]>C1COCC1>[NH2:5][CH2:4][CH2:3][C@H:2]([C:6]1[CH:11]=[CH:10][CH:9]=[C:8]([O:12][CH2:13][CH:14]2[CH2:19][CH2:18][O:17][CH2:16][CH2:15]2)[CH:7]=1)[OH:1]. Reported procedure: BH3-Me2S (0.43 g, 5.8 mmol) was added dropwise to a solution of ketonitrile (13) (0.5 g, 1.9 mmol) in THF (50 mL). The reaction mixture was heated at 65° C. under reflux for 18 h. After completion of the reaction (as monitored by TLC) the reaction mixture was quenched by MeOH (15 mL) and stirred at rt for an additional 1 h. The reaction mixture was concentrated and purification by column chromatography (100-200 silica mesh, 4-6% MeOH in DCM) gave Example 2 as a pale yellow semi-solid. Yield (0.4...